This data is from the Open Reaction Database (ORD), a public repository of structured organic reaction records. The task is: describe an organic reaction: reactants, conditions, products, and yield Product: O=C1Nc2ccc(I)cc2C1=NNC(=O)c1ccc(OC(Cc2ccccc2)C(=O)OCc2ccccc2)cc1. RXN SMILES: [CH2:20]([c:21]1[cH:22][cH:23][cH:24][cH:25][cH:26]1)[CH:27]([C:28](=[O:29])[O:30][CH2:31][c:32]1[cH:33][cH:34][cH:35][cH:36][cH:37]1)[O:38][c:39]1[cH:40][cH:41][c:42]([C:43](=[O:44])[NH:45][NH:46][C:47]([O:48][C:49]([CH3:50])([CH3:51])[CH3:52])=[O:53])[cH:54][cH:55]1.[CH3:56][C:57](=[O:58])[OH:59].[F:13][C:14]([F:15])([F:16])[C:17]([OH:18])=[O:19].[I:1][c:2]1[cH:3][c:4]2[c:8]([cH:9][cH:10]1)[NH:7][C:6](=[O:11])[C:5]2=[O:12]>>[I:1][c:2]1[cH:3][c:4]2[c:8]([cH:9][cH:10]1)[NH:7][C:6](=[O:11])[C:5]2=[N:46][NH:45][C:43]([c:42]1[cH:41][cH:40][c:39]([O:38][CH:27]([CH2:20][c:21]2[cH:22][cH:23][cH:24][cH:25][cH:26]2)[C:28](=[O:29])[O:30][CH2:31][c:32]2[cH:33][cH:34][cH:35][cH:36][cH:37]2)[cH:55][cH:54]1)=[O:44]. The reactants are CC(C)(C)OC(=O)NNC(=O)c1ccc(OC(Cc2ccccc2)C(=O)OCc2ccccc2)cc1, CC(=O)O, O=C(O)C(F)(F)F, O=C1Nc2ccc(I)cc2C1=O. Starting materials: Cl (HCl), O1CCOCC1 (dioxane), [Si](C)(C)(C(C)(C)C)OC[C@@H](C1=C(C=C(C=C1)F)F)N[S@@](=O)C(C)(C)C ((S)—N—((R)-2-(tert-butyldimethylsilyloxy)-1-(2,4-difluorophenyl)ethyl)-2-methylpropane-2-sulfinamide). Solvent: CO (MeOH). Conditions: temperature 0 celsius, time 4 hour. Product: Cl.N[C@@H](CO)C1=C(C=C(C=C1)F)F ((R)-2-amino-2-(2,4-difluorophenyl)ethanol hydrochloride). The yield is 100.0%. As a reaction SMILES: [Si]([O:8][CH2:9][C@H:10]([NH:19][S@](C(C)(C)C)=O)[C:11]1[CH:16]=[CH:15][C:14]([F:17])=[CH:13][C:12]=1[F:18])(C(C)(C)C)(C)C.[ClH:26].O1CCOCC1>CO>[ClH:26].[NH2:19][C@H:10]([C:11]1[CH:16]=[CH:15][C:14]([F:17])=[CH:13][C:12]=1[F:18])[CH2:9][OH:8] |f:4.5|. Procedure: To a mixture of (S)—N—((R)-2-(tert-butyldimethylsilyloxy)-1-(2,4-difluorophenyl)ethyl)-2-methylpropane-2-sulfinamide (1.08 g, 2.76 mmol) in MeOH (8 mL) was added 4N HCl in dioxane (6.9 mL, 28 mmol) at 0° C. under N2. The reaction mixture was stirred at 0° C. for 4 hours. The solvents were evaporated in vacuo to give (R)-2-amino-2-(2,4-difluorophenyl)ethanol hydrochloride (0.58 g, 100%) as a white solid, which was used in the next step without further purification. RXN SMILES: S(Cl)([Cl:3])=O.O[CH2:6][CH:7]1[O:12][C:11]2[CH:13]=[CH:14][CH:15]=[CH:16][C:10]=2[O:9][CH2:8]1>>[Cl:3][CH2:6][CH:7]1[O:12][C:11]2[CH:13]=[CH:14][CH:15]=[CH:16][C:10]=2[O:9][CH2:8]1. Yields the product ClCC1COC2=C(O1)C=CC=C2 (2-chloromethyl-1,4-benzodioxan). Starting materials: S(=O)(Cl)Cl (thionyl chloride), OCC1COC2=C(O1)C=CC=C2 (2-hydroxymethyl-1,4-benzodioxan). Procedure details: A mixture of thionyl chloride (36.0 g, 0.3 mol) and 2-hydroxymethyl-1,4-benzodioxan (25.0 g, 0.15 mol) was stirred and heated under reflux for 0.75 h. The reaction mixture was concentrated under reduced pressure, and the residue was distilled, to afford 2-chloromethyl-1,4-benzodioxan, b.p. 140°-146°/22 mm Hg. Starting materials: C(C)(=O)O.NC(C#N)C1=CC(=C(C=C1)OC)OCC (2-amino-2-(3-ethoxy-4-methoxyphenyl)ethanenitrile acetate), C(C)(=O)[O-].[Na+] (sodium acetate), [N+](=O)([O-])C1=C2C(C(=O)OC2=O)=CC=C1 (3-nitrophthalic anhydride). Run in C(C)(=O)O (acetic acid), C(Cl)Cl (CH2Cl2). The yield is 87.4%. RXN SMILES: C(O)(=O)C.[NH2:5][CH:6]([C:9]1[CH:14]=[CH:13][C:12]([O:15][CH3:16])=[C:11]([O:17][CH2:18][CH3:19])[CH:10]=1)[C:7]#[N:8].C([O-])(=O)C.[Na+].[N+:25]([C:28]1[CH:38]=[CH:37][CH:36]=[C:30]2[C:31]([O:33][C:34](=O)[C:29]=12)=[O:32])([O-:27])=[O:26]>C(O)(=O)C.C(Cl)Cl>[N+:25]([C:28]1[CH:38]=[CH:37][CH:36]=[C:30]2[C:29]=1[C:34](=[O:33])[N:5]([CH:6]([C:9]1[CH:14]=[CH:13][C:12]([O:15][CH3:16])=[C:11]([O:17][CH2:18][CH3:19])[CH:10]=1)[C:7]#[N:8])[C:31]2=[O:32])([O-:27])=[O:26] |f:0.1,2.3|. Procedure details: A mixture of 2-amino-2-(3-ethoxy-4-methoxyphenyl)ethanenitrile acetate (8.0 g, 28.5 mmol), sodium acetate (2.6 g, 31 mmol) and 3-nitrophthalic anhydride (5.5 g, 28.5 mmol) in glacial acetic acid (60 mL) was heated to reflux for 5 hours. The mixture was concentrated in vacuo to give an oil. The oil was dissolved in CH2Cl2, and washed with water and brine, and dried over MgSO4. Solvent was removed and the residue was purified by chromatography (SiO2, Hexane:EtOAc 6:4) to give 9.5 g (84%) of 2-(4-n... Product: [N+](=O)([O-])C1=C2C(N(C(C2=CC=C1)=O)C(C#N)C1=CC(=C(C=C1)OC)OCC)=O (2-(4-nitro-1,3-dioxoisoindolin-2-yl)-2-(3-ethoxy-4-methoxyphenyl)ethanenitrile).